This data is from the Open Reaction Database (ORD), a public repository of structured organic reaction records. The task is: describe an organic reaction: reactants, conditions, products, and yield Starting materials: ClC=1C=C2C(C(=COC2=CC1OC(C)=O)C1=CC=C(C=C1)OC(C)=O)=O (6-chloro-4′,7-diacetoxyisoflavone). The reagents and catalysts are O=[Pt]=O (Adam's catalyst). The solvent is C(C)(=O)OCC (ethyl acetate). Conditions: time 24 hour. Yields the product ClC=1C=C2C(C(COC2=CC1OC(C)=O)C1=CC=C(C=C1)OC(C)=O)=O (6-chloro-4′,7-diacetoxyisoflavan4-one). The yield is 57.2%. As a reaction SMILES: [Cl:1][C:2]1[CH:3]=[C:4]2[C:9](=[CH:10][C:11]=1[O:12][C:13](=[O:15])[CH3:14])[O:8][CH:7]=[C:6]([C:16]1[CH:21]=[CH:20][C:19]([O:22][C:23](=[O:25])[CH3:24])=[CH:18][CH:17]=1)[C:5]2=[O:26]>O=[Pt]=O.C(OCC)(=O)C>[Cl:1][C:2]1[CH:3]=[C:4]2[C:9](=[CH:10][C:11]=1[O:12][C:13](=[O:15])[CH3:14])[O:8][CH2:7][CH:6]([C:16]1[CH:21]=[CH:20][C:19]([O:22][C:23](=[O:25])[CH3:24])=[CH:18][CH:17]=1)[C:5]2=[O:26]. Reported procedure: Adam's catalyst (0.045 g) was added to a solution of 6-chloro-4′,7-diacetoxyisoflavone (0.25 g, 0.7 mmol) in ethyl acetate (30 ml) and the mixture was stirred at room temperature under a hydrogen atmosphere for 24 h. The catalyst was removed by filtration through Celite and the resulting filtrate was evaporated in vacuo. The residue was recrystallised from ethanol to yield 6-chloro-4′,7-diacetoxyisoflavan4-one (0.15 g, 60%) as colourless plates. 1H NMR (CDCl3): δ 2.29 (s, 3H, OCOCH3), 2.37 (s, 3... Starting materials: C(C)(=O)C1=CC(=C(NC1=O)C(=O)OCC)C(=O)OCC (Diethyl 5-acetyl-1,6-dihydro-6-oxo-2,3pyridinedicarboxylate), C(C(C)(C)C)OC(N(C)C)OCC(C)(C)C (N,N-dimethylformamide dineopentyl acetal). Yields the product CN(C=CC(=O)C1=CC(=C(NC1=O)C(=O)OCC)C(=O)OCC)C (diethyl 5-[3-(dimethylamino)acryloyl]-1,6-dihydro-6-oxo-2,3-pyridinedicarboxylate). The yield is 70.0%. As a reaction SMILES: [C:1]([C:4]1[C:9](=[O:10])[NH:8][C:7]([C:11]([O:13][CH2:14][CH3:15])=[O:12])=[C:6]([C:16]([O:18][CH2:19][CH3:20])=[O:17])[CH:5]=1)(=[O:3])[CH3:2].C(O[CH:27](OCC(C)(C)C)[N:28]([CH3:30])[CH3:29])C(C)(C)C>>[CH3:27][N:28]([CH3:30])[CH:29]=[CH:2][C:1]([C:4]1[C:9](=[O:10])[NH:8][C:7]([C:11]([O:13][CH2:14][CH3:15])=[O:12])=[C:6]([C:16]([O:18][CH2:19][CH3:20])=[O:17])[CH:5]=1)=[O:3]. Procedure: Diethyl 5-acetyl-1,6-dihydro-6-oxo-2,3pyridinedicarboxylate, (25 g, 0.089 mol) and N,N-dimethylformamide dineopentyl acetal (50 mL, 98%, 40.62 g, 0.176 mol) are heated for 30 minutes at 80°-100° C. After cooling to room temperature, the product is obtained as a precipitate and is filtered and washed with hexane to yield 23.4 g, 70% yield, of solid which is recrystallized from isopropanol to give a pure product, melting point 182°-183° C. Reactants: CS(=O)(=O)Cl, ClCCl, CC(C)(C)OC(=O)N1CCC(N)CC1, O, c1ccncc1. The product is CC(C)(C)OC(=O)N1CCC(NS(C)(=O)=O)CC1. As a reaction SMILES: [CH3:15][S:16]([Cl:17])(=[O:18])=[O:19].[Cl:27][CH2:28][Cl:29].[NH2:1][CH:2]1[CH2:3][CH2:4][N:5]([C:8](=[O:9])[O:10][C:11]([CH3:12])([CH3:13])[CH3:14])[CH2:6][CH2:7]1.[OH2:26].[cH:20]1[cH:21][cH:22][n:23][cH:24][cH:25]1>>[NH:1]([CH:2]1[CH2:3][CH2:4][N:5]([C:8](=[O:9])[O:10][C:11]([CH3:12])([CH3:13])[CH3:14])[CH2:6][CH2:7]1)[S:16]([CH3:15])(=[O:18])=[O:19]. Reactants: CN(C)c1ccncc1, CCN(C(C)C)C(C)C, ClCCl, CC(C)NCC1CN(S(=O)(=O)c2cccs2)CCN1c1ccc(C(C)(O)C(F)(F)F)cc1, O=S(=O)(Cl)c1cccnc1. Product: CC(C)N(CC1CN(S(=O)(=O)c2cccs2)CCN1c1ccc(C(C)(O)C(F)(F)F)cc1)S(=O)(=O)c1cccnc1. Reaction SMILES: [CH3:55][N:56]([CH3:57])[c:58]1[cH:59][cH:60][n:61][cH:62][cH:63]1.[CH:43]([N:44]([CH2:45][CH3:46])[CH:47]([CH3:48])[CH3:49])([CH3:50])[CH3:51].[Cl:52][CH2:53][Cl:54].[F:1][C:2]([C:3]([CH3:4])([OH:5])[c:6]1[cH:7][cH:8][c:9]([N:12]2[CH:13]([CH2:26][NH:27][CH:28]([CH3:29])[CH3:30])[CH2:14][N:15]([S:18](=[O:19])(=[O:20])[c:21]3[s:22][cH:23][cH:24][cH:25]3)[CH2:16][CH2:17]2)[cH:10][cH:11]1)([F:31])[F:32].[n:33]1[cH:34][c:35]([S:39](=[O:40])(=[O:41])[Cl:42])[cH:36][cH:37][cH:38]1>>[F:1][C:2]([C:3]([CH3:4])([OH:5])[c:6]1[cH:7][cH:8][c:9]([N:12]2[CH:13]([CH2:26][N:27]([CH:28]([CH3:29])[CH3:30])[S:39]([c:35]3[cH:34][n:33][cH:38][cH:37][cH:36]3)(=[O:40])=[O:41])[CH2:14][N:15]([S:18](=[O:19])(=[O:20])[c:21]3[s:22][cH:23][cH:24][cH:25]3)[CH2:16][CH2:17]2)[cH:10][cH:11]1)([F:31])[F:32]. The reactants are CI (MeI), C(C)(C)(C)OC(=O)NC(CC1=CC=CC=C1)CO (N-(t-butyloxycarbonyl)-(DL)-phenylalaninol), [H-].[Na+] (NaH), C(=S)=S (CS2), [NH4+].[OH-] (NH4OH). Run in C1CCOC1 (THF). Conditions: temperature 0 celsius, time 1 hour. The product is C(N)(=S)OCC(NC(=O)OC(C)(C)C)CC1=CC=CC=C1 (O-thiocarbamoyl-N-(t-butyloxycarbonyl)-(DL)-phenylalaninol). Isolated yield 92.9%. Reaction SMILES: [C:1]([O:5][C:6]([NH:8][CH:9]([CH2:17][OH:18])[CH2:10][C:11]1[CH:16]=[CH:15][CH:14]=[CH:13][CH:12]=1)=[O:7])([CH3:4])([CH3:3])[CH3:2].[H-].[Na+].[C:21](=[S:23])=S.CI.[NH4+:26].[OH-]>C1COCC1>[C:21]([O:18][CH2:17][CH:9]([CH2:10][C:11]1[CH:16]=[CH:15][CH:14]=[CH:13][CH:12]=1)[NH:8][C:6]([O:5][C:1]([CH3:3])([CH3:4])[CH3:2])=[O:7])(=[S:23])[NH2:26] |f:1.2,5.6|. Procedure details: In a 500 mL flask equipped with magnetic stirrer, N-(t-butyloxycarbonyl)-(DL)-phenylalaninol(0.051 mole, 13.6 g) was dissolved in 200 mL of THF and was added with NaH(0.061 mole, 1.47 g) at 0° C. The reaction mixture was stirred at 0° C. for 1 hour, followed by the addition of CS2 (0.061 mole, 4.66 g). After being stirred for 40 min. at 0° C., MeI(0.061 mole, 8.69 g) was added to the reaction mnixture. The reaction mixture was stirred at room temperature for 2 hours, followed by the addition of ...